This data is from the Open Reaction Database (ORD), a public repository of structured organic reaction records. The task is: describe an organic reaction: reactants, conditions, products, and yield Reactants: COP(=O)(NC1C(=O)N2C(C(=O)OCc3ccc([N+](=O)[O-])cc3)=C(C)CSC12)OC, CN(C)C(N(C)C)N(C)C. Yields the product COP(=O)(NC1C(=O)N2C(C(=O)OCc3ccc([N+](=O)[O-])cc3)=C(C=CN(C)C)CSC12)OC. As a reaction SMILES: [CH3:11][O:12][P:13](=[O:14])([O:15][CH3:16])[NH:17][CH:18]1[CH:19]2[S:20][CH2:21][C:22]([CH3:40])=[C:23]([C:27](=[O:28])[O:29][CH2:30][c:31]3[cH:32][cH:33][c:34]([N+:37](=[O:38])[O-:39])[cH:35][cH:36]3)[N:24]2[C:25]1=[O:26].[CH3:1][N:2]([CH:4]([N:3]([CH3:5])[CH3:6])[N:8]([CH3:9])[CH3:10])[CH3:7]>>[CH:4]([N:8]([CH3:9])[CH3:10])=[CH:40][C:22]1=[C:23]([C:27](=[O:28])[O:29][CH2:30][c:31]2[cH:32][cH:33][c:34]([N+:37](=[O:38])[O-:39])[cH:35][cH:36]2)[N:24]2[CH:19]([CH:18]([NH:17][P:13]([O:12][CH3:11])(=[O:14])[O:15][CH3:16])[C:25]2=[O:26])[S:20][CH2:21]1. Starting materials: CC(=O)O[BH-](OC(C)=O)OC(C)=O, COc1cc(C=O)ccc1OCc1ccccc1, ClC(Cl)Cl, ClCCCl, NCc1ccccc1, [Na+], [Na+], O=C([O-])O. Product: COc1cc(CNCc2ccccc2)ccc1OCc1ccccc1. RXN SMILES: [C:27]([O:28][BH-:29]([O:30][C:31](=[O:32])[CH3:33])[O:34][C:35](=[O:36])[CH3:37])(=[O:38])[CH3:39].[CH2:9]([c:10]1[cH:11][cH:12][cH:13][cH:14][cH:15]1)[O:16][c:17]1[c:18]([O:25][CH3:26])[cH:19][c:20]([CH:21]=[O:22])[cH:23][cH:24]1.[CH:50]([Cl:51])([Cl:52])[Cl:53].[Cl:46][CH2:47][CH2:48][Cl:49].[NH2:1][CH2:2][c:3]1[cH:4][cH:5][cH:6][cH:7][cH:8]1.[Na+:40].[Na+:45].[O-:41][C:42]([OH:43])=[O:44]>>[NH:1]([CH2:2][c:3]1[cH:4][cH:5][cH:6][cH:7][cH:8]1)[CH2:21][c:20]1[cH:19][c:18]([O:25][CH3:26])[c:17]([O:16][CH2:9][c:10]2[cH:11][cH:12][cH:13][cH:14][cH:15]2)[cH:24][cH:23]1. The reactants are BrC1=C(C(=O)O)C=C(C=C1)I (2-Bromo-5-iodobenzoic acid), BrC1=C(C(=O)Cl)C=C(C=C1)I (2-bromo-5-iodobenzoyl chloride), BrC1=C(C(=O)Cl)C=C(C=C1)I (2-bromo-5-iodobenzoyl chloride), P(OCC)(OCC)OCC (triethyl phosphite). Product: BrC1=C(C=C(C=C1)I)C(=O)P(OCC)(OCC)=O (diethyl (2-bromo-5-iodophenyl)oxomethylphosphonate). RXN SMILES: [Br:1][C:2]1[CH:10]=[CH:9][C:8]([I:11])=[CH:7][C:3]=1[C:4]([OH:6])=O.BrC1C=CC(I)=CC=1C(Cl)=O.[P:23]([O:30]CC)([O:27][CH2:28][CH3:29])[O:24][CH2:25][CH3:26]>>[Br:1][C:2]1[CH:10]=[CH:9][C:8]([I:11])=[CH:7][C:3]=1[C:4]([P:23](=[O:30])([O:27][CH2:28][CH3:29])[O:24][CH2:25][CH3:26])=[O:6]. Reported procedure: 2-Bromo-5-iodobenzoic acid was converted to 2-bromo-5-iodobenzoyl chloride following procedures similar to those in Example 82A. The 2-bromo-5-iodobenzoyl chloride was reacted with triethyl phosphite following procedures similar to those in Example 82 to give diethyl (2-bromo-5-iodophenyl)oxomethylphosphonate. The diethyl (2-bromo-5-iodophenyl)oxomethylphosphonate was converted to diethyl (2-bromo-5-iodophenyl)difluoromethylphosphonate following procedures similar to those in Example 80C. Compou... The reactants are C=CCOCC=C, Clc1ncnc2nc[nH]c12, [Na], [Na], C=CCO. Yields the product C=CCOc1ncnc2nc[nH]c12. As a reaction SMILES: [CH2:12]([CH:13]=[CH2:14])[O:15][CH2:16][CH:17]=[CH2:18].[Cl:2][c:3]1[c:4]2[nH:5][cH:6][n:7][c:8]2[n:9][cH:10][n:11]1.[Na:19].[Na:1].[OH:20][CH2:21][CH:22]=[CH2:23]>>[c:3]1([O:15][CH2:12][CH:13]=[CH2:14])[c:4]2[nH:5][cH:6][n:7][c:8]2[n:9][cH:10][n:11]1. RXN SMILES: [Br:1][c:2]1[cH:3][cH:4][c:5](-[c:8]2[n:9][n:10][n:11]([CH:13]3[C:14](=[O:30])[N:15]([CH2:25][C:26]([F:27])([F:28])[F:29])[c:16]4[c:17]([c:20]([F:24])[cH:21][cH:22][cH:23]4)[CH2:18][CH2:19]3)[cH:12]2)[cH:6][cH:7]1.[C:31](=[O:32])([O-:33])[O-:34].[CH3:46][C:47]([CH3:48])([C:49](=[O:50])[CH2:51][C:52](=[O:53])[C:54]([CH3:55])([CH3:56])[CH3:57])[CH3:58].[CH3:59][N:60]1[CH2:61][CH2:62][CH2:63][C:64]1=[O:65].[CH3:66][CH2:67][O:68][C:69]([CH3:70])=[O:71].[Cl-:45].[Cs+:35].[Cs+:36].[OH2:72].[OH:37][c:38]1[c:39]([CH3:44])[n:40][cH:41][cH:42][cH:43]1>>[c:2]1([O:37][c:38]2[c:39]([CH3:44])[n:40][cH:41][cH:42][cH:43]2)[cH:3][cH:4][c:5](-[c:8]2[n:9][n:10][n:11]([CH:13]3[C:14](=[O:30])[N:15]([CH2:25][C:26]([F:27])([F:28])[F:29])[c:16]4[c:17]([c:20]([F:24])[cH:21][cH:22][cH:23]4)[CH2:18][CH2:19]3)[cH:12]2)[cH:6][cH:7]1. Product: Cc1ncccc1Oc1ccc(-c2cn(C3CCc4c(F)cccc4N(CC(F)(F)F)C3=O)nn2)cc1. Starting materials: O=C1C(n2cc(-c3ccc(Br)cc3)nn2)CCc2c(F)cccc2N1CC(F)(F)F, O=C([O-])[O-], CC(C)(C)C(=O)CC(=O)C(C)(C)C, CN1CCCC1=O, CCOC(C)=O, [Cl-], [Cs+], [Cs+], O, Cc1ncccc1O.